Dataset: the Open Reaction Database (ORD), a public repository of structured organic reaction records. Task: describe an organic reaction: reactants, conditions, products, and yield Reactants: FC(C=1C=C(C=C(C1)C(F)(F)F)C(=O)N1C[C@H]([C@H](CC1)N1CCNCC1)C1=CC=CC=C1)(F)F (rac-cis-(3,5-bis-trifluoromethyl-phenyl)-(3-phenyl-4-piperazin-1-yl-piperidin-1-yl)-methanone), C(C1=CC=CC=C1)Br (benzyl bromide). Yields the product C(C1=CC=CC=C1)N1CCN(CC1)[C@@H]1[C@@H](CN(CC1)C(=O)C1=CC(=CC(=C1)C(F)(F)F)C(F)(F)F)C1=CC=CC=C1 (Rac-cis-[4-(4-Benzyl-piperazin-1-yl)-3-phenyl-piperidin-1-yl]-(3,5-bis-trifluoromethyl-phenyl)-methanone). As a reaction SMILES: [F:1][C:2]([F:34])([F:33])[C:3]1[CH:4]=[C:5]([C:13]([N:15]2[CH2:20][CH2:19][C@H:18]([N:21]3[CH2:26][CH2:25][NH:24][CH2:23][CH2:22]3)[C@H:17]([C:27]3[CH:32]=[CH:31][CH:30]=[CH:29][CH:28]=3)[CH2:16]2)=[O:14])[CH:6]=[C:7]([C:9]([F:12])([F:11])[F:10])[CH:8]=1.[CH2:35](Br)[C:36]1[CH:41]=[CH:40][CH:39]=[CH:38][CH:37]=1>>[CH2:35]([N:24]1[CH2:25][CH2:26][N:21]([C@H:18]2[CH2:19][CH2:20][N:15]([C:13]([C:5]3[CH:6]=[C:7]([C:9]([F:10])([F:11])[F:12])[CH:8]=[C:3]([C:2]([F:33])([F:1])[F:34])[CH:4]=3)=[O:14])[CH2:16][C@H:17]2[C:27]2[CH:32]=[CH:31][CH:30]=[CH:29][CH:28]=2)[CH2:22][CH2:23]1)[C:36]1[CH:41]=[CH:40][CH:39]=[CH:38][CH:37]=1. Procedure: The title compound, MS: m/e=576.1 (M+H+), was prepared in accordance with the general method of example 35 from rac-cis-(3,5-bis-trifluoromethyl-phenyl)-(3-phenyl-4-piperazin-1-yl-piperidin-1-yl)-methanone and benzyl bromide. Starting materials: C1(C=CC=C2C3=C(C4=C5C=CC=CC5=CC4=C21)C=CC=C3)=O (Dibenzofluorenone), [Li]CCCC (n-BuLi), C1=CC=CC=2SC3=C(C21)C=CC=C3 (Dibenzothiophene). Run in C1CCOC1 (THF), C1CCOC1 (THF), C(C)(=O)OCC (ethyl acetate). Run at time 4 hour. The product is C1=CC=C(C=2SC3=C(C21)C=CC=C3)C3(C2=CC=CC=C2C=2C=CC=CC32)O (9-(dibenzo[b,d]thiophen-4-yl)-9H-fluoren-9-ol). Yield: 65.9%. Reaction SMILES: [CH:1]1[C:9]2[C:8]3C=CC=C[C:7]=3[S:6][C:5]=2[CH:4]=[CH:3][CH:2]=1.[Li][CH2:15][CH2:16][CH2:17][CH3:18].[C:19]1(=[O:40])[C:35]2[C:23]([C:24]3[CH:39]=[CH:38][CH:37]=[CH:36][C:25]=3C3[C:34]=2C=C2C=3C=CC=C2)=[CH:22][CH:21]=[CH:20]1>C1COCC1.C(OCC)(=O)C>[CH:15]1[C:8]2[C:9]3[CH:1]=[CH:2][CH:3]=[CH:4][C:5]=3[S:6][C:7]=2[C:18]([C:19]2([OH:40])[C:35]3[CH:34]=[CH:20][CH:21]=[CH:22][C:23]=3[C:24]3[C:25]2=[CH:36][CH:37]=[CH:38][CH:39]=3)=[CH:17][CH:16]=1. Procedure details: Dibenzothiophene (9.21 g, 50 mmol) was dissolved in 100 ml of dry THF and solution was cooled to −50° C. n-BuLi (1.6 molar solution in hexanes, 40 ml, 64 mmol) was added dropwise. The reaction mixture was warmed to room temperature, stirred for 4 hours and cooled to −30° C. Dibenzofluorenone (9.0 g, 50 mmol) in 70 ml THF was added dropwise, reaction mixture was allowed to warm to room temperature and stirred overnight. The reaction mixture was diluted with ethyl acetate (75 ml), washed with brin... The reactants are Cc1ccc(C)n1C1C=CC(C(=O)O)(C(C)C)C1, FC(F)(F)c1cnc2c(c1)CNCC2. Product: Cc1ccc(C)n1C1C=CC(C(=O)N2CCc3ncc(C(F)(F)F)cc3C2)(C(C)C)C1. As a reaction SMILES: [CH3:1][c:2]1[n:3]([CH:8]2[CH:9]=[CH:10][C:11]([C:13](=[O:14])[OH:15])([CH:16]([CH3:17])[CH3:18])[CH2:12]2)[c:4]([CH3:7])[cH:5][cH:6]1.[F:19][C:20]([c:21]1[cH:22][n:23][c:24]2[c:29]([cH:30]1)[CH2:28][NH:27][CH2:26][CH2:25]2)([F:31])[F:32]>>[CH3:1][c:2]1[n:3]([CH:8]2[CH:9]=[CH:10][C:11]([C:13](=[O:15])[N:27]3[CH2:26][CH2:25][c:24]4[n:23][cH:22][c:21]([C:20]([F:19])([F:31])[F:32])[cH:30][c:29]4[CH2:28]3)([CH:16]([CH3:17])[CH3:18])[CH2:12]2)[c:4]([CH3:7])[cH:5][cH:6]1.